From a dataset of the Open Reaction Database (ORD), a public repository of structured organic reaction records. describe an organic reaction: reactants, conditions, products, and yield Starting materials: CC(=O)[O-], CC(=O)[O-], Cc1ccccc1, CCCc1c(Cc2ccc(-c3ccccc3C#N)cc2F)c(=O)n(C2CC(O)C2)c2ncnn12, CCOC(=O)C=[N+]=[N-], [Rh+2]. Product: CCCc1c(Cc2ccc(-c3ccccc3C#N)cc2F)c(=O)n(C2CC(OCC(=O)OCC)C2)c2ncnn12. Reaction SMILES: [C:50]([O-:51])(=[O:52])[CH3:53].[C:55]([O-:56])(=[O:57])[CH3:58].[CH3:43][c:44]1[cH:45][cH:46][cH:47][cH:48][cH:49]1.[F:1][c:2]1[cH:3][c:4](-[c:27]2[c:28]([C:33]#[N:34])[cH:29][cH:30][cH:31][cH:32]2)[cH:5][cH:6][c:7]1[CH2:8][c:9]1[c:10](=[O:26])[n:11]([CH:21]2[CH2:22][CH:23]([OH:25])[CH2:24]2)[c:12]2[n:13]([c:14]1[CH2:15][CH2:16][CH3:17])[n:18][cH:19][n:20]2.[N+:35](=[N-:36])=[CH:37][C:38](=[O:39])[O:40][CH2:41][CH3:42].[Rh+2:54]>>[F:1][c:2]1[cH:3][c:4](-[c:27]2[c:28]([C:33]#[N:34])[cH:29][cH:30][cH:31][cH:32]2)[cH:5][cH:6][c:7]1[CH2:8][c:9]1[c:10](=[O:26])[n:11]([CH:21]2[CH2:22][CH:23]([O:25][CH2:37][C:38](=[O:39])[O:40][CH2:41][CH3:42])[CH2:24]2)[c:12]2[n:13]([c:14]1[CH2:15][CH2:16][CH3:17])[n:18][cH:19][n:20]2. Reactants: [N+](=O)([O-])C=1C=C(C=CC1OC)C=1OC2=C(N1)C=C(C=C2)Br (2-(3-nitro-4-methoxyphenyl)-5-bromobenzoxazole), ClC1=C(C=CC(=C1)Cl)B(O)O (2,4-dichlorophenylboronic acid). The product is [N+](=O)([O-])C=1C=C(C=CC1OC)C=1OC2=C(N1)C=C(C=C2)C2=C(C=C(C=C2)Cl)Cl (2-(3-Nitro-4-methoxyphenyl)-5-(2,4-dichlorophenyl)benzoxazole). RXN SMILES: [N+:1]([C:4]1[CH:5]=[C:6]([C:12]2[O:13][C:14]3[CH:20]=[CH:19][C:18](Br)=[CH:17][C:15]=3[N:16]=2)[CH:7]=[CH:8][C:9]=1[O:10][CH3:11])([O-:3])=[O:2].[Cl:22][C:23]1[CH:28]=[C:27]([Cl:29])[CH:26]=[CH:25][C:24]=1B(O)O>>[N+:1]([C:4]1[CH:5]=[C:6]([C:12]2[O:13][C:14]3[CH:20]=[CH:19][C:18]([C:26]4[CH:25]=[CH:24][C:23]([Cl:22])=[CH:28][C:27]=4[Cl:29])=[CH:17][C:15]=3[N:16]=2)[CH:7]=[CH:8][C:9]=1[O:10][CH3:11])([O-:3])=[O:2]. Reported procedure: Prepared by the method of Example 15d), from 2-(3-nitro-4-methoxyphenyl)-5-bromobenzoxazole (200 mg, 0.57 mmol) and 2,4-dichlorophenylboronic acid (164 mg, 0.86 mmol) the subtitle compound was obtained, (148 mg, 62%). 1H NMR (DMSO) δ 8.69(s, 1H), 8.51(d, 1H), 7.93(d, 1H), 7.84(s, 1H), 7.60(m, 3H), 4.12(s, 3H). MS 415 m/z (M+H)+.